From a dataset of the Open Reaction Database (ORD), a public repository of structured organic reaction records. describe an organic reaction: reactants, conditions, products, and yield Reactants: COC(C=CC1CN(CCO1)C(=O)OCC1=CC=CC=C1)=O (Benzyl 2-(3-methoxy-3-oxoprop-1-en-1-yl)morpholine-4-carboxylate). The reagents and catalysts are [Pd] (Pd—C). Yields the product N1CC(OCC1)CCC(=O)OC (Methyl 3-(morpholin-2-yl)propanoate). Yield: 87.4%. RXN SMILES: [CH3:1][O:2][C:3](=[O:22])[CH:4]=[CH:5][CH:6]1[O:11][CH2:10][CH2:9][N:8](C(OCC2C=CC=CC=2)=O)[CH2:7]1>[Pd]>[NH:8]1[CH2:9][CH2:10][O:11][CH:6]([CH2:5][CH2:4][C:3]([O:2][CH3:1])=[O:22])[CH2:7]1. Procedure: Benzyl 2-(3-methoxy-3-oxoprop-1-en-1-yl)morpholine-4-carboxylate (6.47 g, 21.2 mmol) was reacted with Pd—C (10%, 0.65 g) according to the procedure as described in Example 34, Step C to give the title compound as colorless oil (3.21 g, 87%). The compound was characterized by the following spectroscopic data: Starting materials: CC=Cc1cc([N+](=O)[O-])ccc1-n1cccc(Br)c1=O, CCCCC([Sn])=C(CCCC)CCCC, C1COCCO1, c1ccc(P(c2ccccc2)(c2ccccc2)[Pd](P(c2ccccc2)(c2ccccc2)c2ccccc2)(P(c2ccccc2)(c2ccccc2)c2ccccc2)P(c2ccccc2)(c2ccccc2)c2ccccc2)cc1. The product is C=Cc1cccn(-c2ccc([N+](=O)[O-])cc2C=CC)c1=O. RXN SMILES: [Br:1][c:2]1[c:3](=[O:20])[n:4](-[c:8]2[c:9]([CH:17]=[CH:18][CH3:19])[cH:10][c:11]([N+:14](=[O:15])[O-:16])[cH:12][cH:13]2)[cH:5][cH:6][cH:7]1.[CH2:21]([CH2:22][CH2:34][CH3:35])[C:23]([Sn:24])=[C:25]([CH2:26][CH2:27][CH2:28][CH3:29])[CH2:30][CH2:31][CH2:32][CH3:33].[O:36]1[CH2:37][CH2:38][O:39][CH2:40][CH2:41]1.[cH:42]1[cH:43][cH:44][c:45]([P:46]([Pd:47]([P:48]([c:49]2[cH:50][cH:51][cH:52][cH:53][cH:54]2)([c:55]2[cH:56][cH:57][cH:58][cH:59][cH:60]2)[c:61]2[cH:62][cH:63][cH:64][cH:65][cH:66]2)([P:67]([c:68]2[cH:69][cH:70][cH:71][cH:72][cH:73]2)([c:74]2[cH:75][cH:76][cH:77][cH:78][cH:79]2)[c:80]2[cH:81][cH:82][cH:83][cH:84][cH:85]2)[P:86]([c:87]2[cH:88][cH:89][cH:90][cH:91][cH:92]2)([c:93]2[cH:94][cH:95][cH:96][cH:97][cH:98]2)[c:99]2[cH:100][cH:101][cH:102][cH:103][cH:104]2)([c:105]2[cH:106][cH:107][cH:108][cH:109][cH:110]2)[c:111]2[cH:112][cH:113][cH:114][cH:115][cH:116]2)[cH:117][cH:118]1>>[c:2]1([CH:21]=[CH2:22])[c:3](=[O:20])[n:4](-[c:8]2[c:9]([CH:17]=[CH:18][CH3:19])[cH:10][c:11]([N+:14](=[O:15])[O-:16])[cH:12][cH:13]2)[cH:5][cH:6][cH:7]1. The reactants are BrCc1ccccc1, Oc1ccc(Br)cc1C(F)(F)F, O=C([O-])[O-], CN(C)C=O, [K+], [K+], O. The product is FC(F)(F)c1cc(Br)ccc1OCc1ccccc1. As a reaction SMILES: [Br:19][CH2:20][c:21]1[cH:22][cH:23][cH:24][cH:25][cH:26]1.[Br:1][c:2]1[cH:3][c:4]([C:9]([F:10])([F:11])[F:12])[c:5]([OH:8])[cH:6][cH:7]1.[C:13](=[O:14])([O-:15])[O-:16].[CH3:28][N:29]([CH3:30])[CH:31]=[O:32].[K+:17].[K+:18].[OH2:27]>>[Br:1][c:2]1[cH:3][c:4]([C:9]([F:10])([F:11])[F:12])[c:5]([O:8][CH2:20][c:21]2[cH:22][cH:23][cH:24][cH:25][cH:26]2)[cH:6][cH:7]1. Reactants: [F-].C(CCC)[N+](CCCC)(CCCC)CCCC (tetra(n-butyl)ammonium fluoride), O1CCCC1 (tetrahydrofuran), BrCC1=C(C(=C2C(N=C(O2)C2CC2)=C1C#N)F)C1=CC=CC=C1 (5-bromomethyl-2-cyclopropyl-7-fluoro-6-phenyl-1,3-benzoxazole-4-carbonitrile). The solvent is O (water). Yields the product C1(CC1)C=1OC=2C(N1)=C(C(=C(C2F)C2=CC=CC=C2)CF)C#N (2-Cyclopropyl-7-fluoro-5-fluoromethyl-6-phenyl-1,3-benzoxazole-4-carbonitrile). Isolated yield 59.4%. RXN SMILES: [F-:1].C([N+](CCCC)(CCCC)CCCC)CCC.O1CCCC1.Br[CH2:25][C:26]1[C:37]([C:38]#[N:39])=[C:30]2[N:31]=[C:32]([CH:34]3[CH2:36][CH2:35]3)[O:33][C:29]2=[C:28]([F:40])[C:27]=1[C:41]1[CH:46]=[CH:45][CH:44]=[CH:43][CH:42]=1>O>[CH:34]1([C:32]2[O:33][C:29]3[C:30](=[C:37]([C:38]#[N:39])[C:26]([CH2:25][F:1])=[C:27]([C:41]4[CH:46]=[CH:45][CH:44]=[CH:43][CH:42]=4)[C:28]=3[F:40])[N:31]=2)[CH2:36][CH2:35]1 |f:0.1|. Procedure details: Under nitrogen atmosphere at 0° C., tetra(n-butyl)ammonium fluoride (1.0 M tetrahydrofuran solution) (1.50 ml, 1.50 mmol) was added to a tetrahydrofuran (12 ml) solution of 5-bromomethyl-2-cyclopropyl-7-fluoro-6-phenyl-1,3-benzoxazole-4-carbonitrile (I-292) (426 mg, 1.15 mmol), followed by stirring with cooling with water for 1.5 hours. The solvent was evaporated away under reduced pressure, then the resulting residue was purified by middle-pressure liquid chromatography (eluent, n-hexane:ethyl ... As a reaction SMILES: [CH3:21][O-:22].[CH3:24][OH:25].[Cl:1][c:2]1[n:3][c:4]([NH:12][CH2:13][c:14]2[cH:15][c:16]([I:20])[cH:17][cH:18][cH:19]2)[c:5]2[n:6][cH:7][n:8]([CH3:11])[c:9]2[n:10]1.[Na+:23]>>[c:2]1([O:22][CH3:21])[n:3][c:4]([NH:12][CH2:13][c:14]2[cH:15][c:16]([I:20])[cH:17][cH:18][cH:19]2)[c:5]2[n:6][cH:7][n:8]([CH3:11])[c:9]2[n:10]1. Yields the product COc1nc(NCc2cccc(I)c2)c2ncn(C)c2n1. The reactants are C[O-], CO, Cn1cnc2c(NCc3cccc(I)c3)nc(Cl)nc21, [Na+]. Reactants: ClC1=C(C=CC=C1)C(CCC12CC3CC(CC(C1)C3)C2)=O (1-(2-Chloro-phenyl)-3-(1-adamantyl)-propan-1-one), C1N2CN3CN1CN(C2)C3 (urotropine), C(C)(=O)OC(C)=O (acetic anhydride), [OH-].[Na+] (NaOH). Run in O (water). Run at temperature 80 celsius, time 4 hour. Product: ClC=1C=CC=C2CC(C(C12)=O)CC12CC3CC(CC(C1)C3)C2 (7-Chloro-2-(1-adamantylmethyl)-indan-1-one). Isolated yield 70.9%. As a reaction SMILES: [Cl:1][C:2]1[CH:7]=[CH:6][CH:5]=[CH:4][C:3]=1[C:8](=[O:21])[CH2:9][CH2:10][C:11]12[CH2:20][CH:15]3[CH2:16][CH:17]([CH2:19][CH:13]([CH2:14]3)[CH2:12]1)[CH2:18]2.[CH2:22]1N2CN3CN(C2)CN1C3.C(OC(=O)C)(=O)C.[OH-].[Na+]>O>[Cl:1][C:2]1[CH:7]=[CH:6][CH:5]=[C:4]2[C:3]=1[C:8](=[O:21])[CH:9]([CH2:10][C:11]13[CH2:20][CH:15]4[CH2:16][CH:17]([CH2:19][CH:13]([CH2:14]4)[CH2:12]1)[CH2:18]3)[CH2:22]2 |f:3.4|. Reported procedure: 78.7 g (260 mmole) 1-(2-Chloro-phenyl)-3-(1-adamantyl)-propan-1-one, 77.5 g (2.1 eq.) urotropine and 72.6 g (2.7 eq.) of acetic anhydride were placed in a 500 ml roundbottom flask and the mixture was stirred at 80° C. for 4 h. Then 100 ml water and 100 ml 2M NaOH were added and the mixture was extracted two times with 200 ml dichloromethane each. The organic layer was washed two times with 100 ml saturated aqueous ammonium chloride and dried over magnesium sulphate. The solvent amount was reduce... The reactants are ClCC1=CC=C(S1)CC(=O)Cl (5-chloromethyl-2-thienylacetyl chloride), C(C)(=O)OCC1=C(N2C(C(C2SC1)N)=O)C(=O)O (3-[(acetyloxy)-methyl]-7-amino-8-oxo-5-thia-1-azabicyclo[4.2.0]oct-2-ene-2-carboxylic acid). The solvent is C(C)(=O)OCC (ethyl acetate). Yields the product C(C)(=O)OCC1=C(N2C(C(C2SC1)NC(CC=1SC(=CC1)CCl)=O)=O)C(=O)O (3-[(acetyloxy)methyl]-7-[[2-[5-(chloromethyl)-2-thienyl]acetyl]amino]-8-oxo-5-thia-1-azabicyclo[4.2.0]oct-2-ene-2-carboxylic acid). Reaction SMILES: [Cl:1][CH2:2][C:3]1[S:7][C:6]([CH2:8][C:9](Cl)=[O:10])=[CH:5][CH:4]=1.[C:12]([O:15][CH2:16][C:17]1[CH2:24][S:23][CH:22]2[N:19]([C:20](=[O:26])[CH:21]2[NH2:25])[C:18]=1[C:27]([OH:29])=[O:28])(=[O:14])[CH3:13]>C(OCC)(=O)C>[C:12]([O:15][CH2:16][C:17]1[CH2:24][S:23][CH:22]2[N:19]([C:20](=[O:26])[CH:21]2[NH:25][C:9](=[O:10])[CH2:8][C:6]2[S:7][C:3]([CH2:2][Cl:1])=[CH:4][CH:5]=2)[C:18]=1[C:27]([OH:29])=[O:28])(=[O:14])[CH3:13]. Procedure details: A mixture of 1.2 equivalents of 5-chloromethyl-2-thienylacetyl chloride and 1 equivalent of 3-[(acetyloxy)-methyl]-7-amino-8-oxo-5-thia-1-azabicyclo[4.2.0]oct-2-ene-2-carboxylic acid is refluxed for 50 minutes in ethyl acetate after which the solvent is removed and the remaining product is purified by column chromatography on silica gel to give 3-[(acetyloxy)methyl]-7-[[2-[5-(chloromethyl)-2-thienyl]acetyl]amino]-8-oxo-5-thia-1-azabicyclo[4.2.0]oct-2-ene-2-carboxylic acid.